From a dataset of the Open Reaction Database (ORD), a public repository of structured organic reaction records. describe an organic reaction: reactants, conditions, products, and yield The reactants are CCCC[Sn](CCCC)(CCCC)c1cnccc1NC(=O)OC(C)(C)C, CC(C)(C)OC(=O)N1CCc2c(Br)cccc2C1, Cc1ccccc1, c1ccc(-c2ccccc2PC2CCCCC2)cc1. Product: CC(C)(C)OC(=O)Nc1ccncc1-c1cccc2c1CCN(C(=O)OC(C)(C)C)C2. Reaction SMILES: [C:1]([CH3:2])([CH3:3])([CH3:4])[O:5][C:6]([NH:7][c:8]1[c:9]([Sn:14]([CH2:15][CH2:16][CH2:17][CH3:18])([CH2:19][CH2:20][CH2:21][CH3:22])[CH2:23][CH2:24][CH2:25][CH3:26])[cH:10][n:11][cH:12][cH:13]1)=[O:27].[C:28]([CH3:29])([CH3:30])([CH3:31])[O:32][C:33](=[O:34])[N:35]1[CH2:36][c:37]2[cH:38][cH:39][cH:40][c:41]([Br:45])[c:42]2[CH2:43][CH2:44]1.[CH3:65][c:66]1[cH:67][cH:68][cH:69][cH:70][cH:71]1.[CH:46]1([PH:47][c:48]2[cH:49][cH:50][cH:51][cH:52][c:53]2-[c:54]2[cH:55][cH:56][cH:57][cH:58][cH:59]2)[CH2:60][CH2:61][CH2:62][CH2:63][CH2:64]1>>[C:1]([CH3:2])([CH3:3])([CH3:4])[O:5][C:6]([NH:7][c:8]1[c:9](-[c:41]2[cH:40][cH:39][cH:38][c:37]3[c:42]2[CH2:43][CH2:44][N:35]([C:33]([O:32][C:28]([CH3:29])([CH3:30])[CH3:31])=[O:34])[CH2:36]3)[cH:10][n:11][cH:12][cH:13]1)=[O:27]. Starting materials: C(O)([O-])=O.[Na+] (sodium hydrogen carbonate), S(=S)(=O)([O-])[O-].[Na+].[Na+] (sodium thiosulphate), 1,1,1-Triacetoxy-1,1-dihydro-1,2-benzodioxol-3(1H)-one, C(C)(C)(C)OC(CC(C(CF)O)NC(C1=CC=CC=C1)=O)=O (3-benzoylamino-5-fluoro-4-hydroxy-pentanoic acid tert-butyl ester). Solvent: ClCCl (dichloromethane), CCOC(=O)C (EtOAc). The product is C(C)(C)(C)OC(CC(C(CF)=O)NC(C1=CC=CC=C1)=O)=O (3-Benzoylamino-5-fluoro-4-oxo-pentanoic Acid Tert-butyl Ester). Isolated yield 95.0%. Reaction SMILES: [C:1]([O:5][C:6](=[O:22])[CH2:7][CH:8]([NH:13][C:14](=[O:21])[C:15]1[CH:20]=[CH:19][CH:18]=[CH:17][CH:16]=1)[CH:9]([OH:12])[CH2:10][F:11])([CH3:4])([CH3:3])[CH3:2].C(=O)([O-])O.[Na+].S([O-])([O-])(=O)=S.[Na+].[Na+]>ClCCl.CCOC(C)=O>[C:1]([O:5][C:6](=[O:22])[CH2:7][CH:8]([NH:13][C:14](=[O:21])[C:15]1[CH:16]=[CH:17][CH:18]=[CH:19][CH:20]=1)[C:9](=[O:12])[CH2:10][F:11])([CH3:4])([CH3:2])[CH3:3] |f:1.2,3.4.5|. Procedure details: 1,1,1-Triacetoxy-1,1-dihydro-1,2-benzodioxol-3(1H)-one (273 mg, 0.64 mmol) was added in one portion to a stirred solution of 3-benzoylamino-5-fluoro-4-hydroxy-pentanoic acid tert-butyl ester (100 mg, 0.32 mmol) (prepared from benzoic acid and 3-amino-5-fluoro-4-hydroxy-pentanoic acid tert-butyl ester using standard coupling procedures eg. HOBT, DMAP, and EDC) in dry dichloromethane (DCM) (2 ml) at 0° C. The mixture was brought to room temperature (r.t.) during 16 h, diluted with EtOAc, then pour... The reactants are ClC1=NC(=NS1)C1=CC=C(C=C1)C (5-chloro-3-p-tolyl-1,2,4-thiadiazole), N1CCNCC1 (piperazine). The solvent is CCO (EtOH). Run at time 1 hour. The product is C1(=CC=C(C=C1)C1=NSC(=N1)N1CCNCC1)C (1-(3-p-Tolyl-[1,2,4]thiadiazol-5-yl)-piperazine). RXN SMILES: Cl[C:2]1[S:6][N:5]=[C:4]([C:7]2[CH:12]=[CH:11][C:10]([CH3:13])=[CH:9][CH:8]=2)[N:3]=1.[NH:14]1[CH2:19][CH2:18][NH:17][CH2:16][CH2:15]1>CCO>[C:10]1([CH3:13])[CH:11]=[CH:12][C:7]([C:4]2[N:3]=[C:2]([N:14]3[CH2:19][CH2:18][NH:17][CH2:16][CH2:15]3)[S:6][N:5]=2)=[CH:8][CH:9]=1. Reported procedure: A mixture of 5-chloro-3-p-tolyl-1,2,4-thiadiazole (900 mg, 4.27 mmol) and piperazine (1.84 g, 21.4 mmol) in 25 mL EtOH were heated to reflux and stirred for 1 h at this temperature. The resulting yellow solution was cooled to room temperature and concentrated in vacuo. The residue was purified by flash column chromatography on silica eluting with a gradient formed from DCM, MeOH and NEt3 to yield after evaporation of the product containing fractions 1.1 g (99%) of the title compound as light yel... Reactants: BrC=1C=C2C(=NC1)OC1=CC=C(C=C1[C@]21N=C(OCC1)N)N ((S)-3-bromo-5′,6′-dihydrospiro[chromeno[2,3-b]pyridine-5,4′-[1,3]oxazine]-2′,7-diamine). Reagents/catalysts: [Pd] (palladium on carbon). The solvent is CCOC(=O)C (EtOAc), CO (MeOH). Run at time 2 hour. The product is O1C(=N[C@@]2(CC1)C1=CC(=CC=C1OC1=NC=CC=C12)N)N ((S)-5′,6′-dihydrospiro[chromeno[2,3-b]pyridine-5,4′-[1,3]oxazine]-2′,7-diamine). Isolated yield 66.7%. RXN SMILES: Br[C:2]1[CH:3]=[C:4]2[C@:15]3([CH2:20][CH2:19][O:18][C:17]([NH2:21])=[N:16]3)[C:14]3[C:9](=[CH:10][CH:11]=[C:12]([NH2:22])[CH:13]=3)[O:8][C:5]2=[N:6][CH:7]=1>[Pd].CO.CCOC(C)=O>[O:18]1[CH2:19][CH2:20][C@:15]2([C:4]3[C:5](=[N:6][CH:7]=[CH:2][CH:3]=3)[O:8][C:9]3[C:14]2=[CH:13][C:12]([NH2:22])=[CH:11][CH:10]=3)[N:16]=[C:17]1[NH2:21]. Procedure: A 15-mL flask was charged with (S)-3-bromo-5′,6′-dihydrospiro[chromeno[2,3-b]pyridine-5,4′-[1,3]oxazine]-2′,7-diamine (0.015 g, 0.042 mmol) and 10% palladium on carbon (0.075 g, 0.706 mmol). The material was suspended in MeOH (1.5 mL) and EtOAc (0.5 mL). The reaction was stirred for 2 h at rt under an atmosphere of hydrogen. The mixture was filtered through Celite, rinsing with 10% MeOH-dcm, and the filtrate was concentrated to afford crude (S)-5′,6′-dihydrospiro[chromeno[2,3-b]pyridine-5,4′-[1,... The reactants are O=N[O-], Cc1ccc(N)cc1C(=O)O, [Na+], O, O=S(=O)(O)O. The product is Cc1ccc(O)cc1C(=O)O. Reaction SMILES: [N:17]([O-:18])=[O:19].[NH2:1][c:2]1[cH:3][cH:4][c:5]([CH3:11])[c:6]([C:7](=[O:8])[OH:9])[cH:10]1.[Na+:20].[OH2:21].[S:12]([OH:13])(=[O:14])(=[O:15])[OH:16]>>[c:2]1([OH:13])[cH:3][cH:4][c:5]([CH3:11])[c:6]([C:7](=[O:8])[OH:9])[cH:10]1. Starting materials: Cc1cncc(-c2cccc(C(=O)CC(=O)Nc3cc(C)c(C(F)(F)F)cc3NC(=O)OC(C)(C)C)c2)n1, ClCCl, O=C(O)C(F)(F)F. Product: Cc1cncc(-c2cccc(C3=Nc4cc(C(F)(F)F)c(C)cc4NC(=O)C3)c2)n1. RXN SMILES: [C:1]([O:2][C:3](=[O:4])[NH:7][c:8]1[c:9]([NH:19][C:20]([CH2:21][C:22](=[O:5])[c:24]2[cH:25][c:26](-[c:30]3[n:31][c:32]([CH3:36])[cH:33][n:34][cH:35]3)[cH:27][cH:28][cH:29]2)=[O:37])[cH:10][c:11]([CH3:18])[c:12]([C:14]([F:15])([F:16])[F:17])[cH:13]1)([CH3:6])([CH3:23])[CH3:38].[Cl:46][CH2:47][Cl:48].[F:39][C:40]([F:41])([F:42])[C:43]([OH:44])=[O:45]>>[N:7]1=[C:22]([c:24]2[cH:25][c:26](-[c:30]3[n:31][c:32]([CH3:36])[cH:33][n:34][cH:35]3)[cH:27][cH:28][cH:29]2)[CH2:21][C:20](=[O:37])[NH:19][c:9]2[c:8]1[cH:13][c:12]([C:14]([F:15])([F:16])[F:17])[c:11]([CH3:18])[cH:10]2. Starting materials: [Br-], NC(C=O)(C(=O)OCc1ccccc1)C(=O)OCc1ccccc1, C1CCCCC1, CC1(C)CCC(C)(C)C1C[P+](c1ccccc1)(c1ccccc1)c1ccccc1, [Li]C(C)CC, C1CCOC1, O. Yields the product CC1(C)CCC(C)(C)C1C=CC(N)(C(=O)OCc1ccccc1)C(=O)OCc1ccccc1. RXN SMILES: [Br-:1].[CH2:36]([c:37]1[cH:38][cH:39][cH:40][cH:41][cH:42]1)[O:43][C:44](=[O:45])[C:46]([CH:47]=[O:48])([C:49](=[O:50])[O:51][CH2:52][c:53]1[cH:54][cH:55][cH:56][cH:57][cH:58]1)[NH2:59].[CH2:66]1[CH2:67][CH2:68][CH2:69][CH2:70][CH2:71]1.[CH3:2][C:3]1([CH3:30])[CH:4]([CH2:10][P+:11]([c:12]2[cH:13][cH:14][cH:15][cH:16][cH:17]2)([c:18]2[cH:19][cH:20][cH:21][cH:22][cH:23]2)[c:24]2[cH:25][cH:26][cH:27][cH:28][cH:29]2)[C:5]([CH3:8])([CH3:9])[CH2:6][CH2:7]1.[CH:31]([Li:32])([CH2:33][CH3:34])[CH3:35].[O:61]1[CH2:62][CH2:63][CH2:64][CH2:65]1.[OH2:60]>>[CH3:2][C:3]1([CH3:30])[CH:4]([CH:10]=[CH:47][C:46]([C:44]([O:43][CH2:36][c:37]2[cH:38][cH:39][cH:40][cH:41][cH:42]2)=[O:45])([C:49](=[O:50])[O:51][CH2:52][c:53]2[cH:54][cH:55][cH:56][cH:57][cH:58]2)[NH2:59])[C:5]([CH3:8])([CH3:9])[CH2:6][CH2:7]1. The reactants are OO (hydrogen peroxide), C(C)(C)(CC)C1=CC=C(C=C1)CC(CN1CCCCC1)C (1-[3-(p-tert.amyl-phenyl)-2-methyl-propyl]-piperidine), OO (hydrogen peroxide). The reagents and catalysts are [Pt] (platinum sponge). The solvent is C(C)(C)O (isopropanol). Conditions: temperature 40 celsius, time 24 hour. The product is C(C)(C)(CC)C1=CC=C(C=C1)CC(C[N+]1(CCCCC1)[O-])C (1-[3-(p-tert.amyl-phenyl)-2-methyl-propyl]-piperidine-1-oxide). As a reaction SMILES: [OH:1]O.[C:3]([C:8]1[CH:13]=[CH:12][C:11]([CH2:14][CH:15]([CH3:23])[CH2:16][N:17]2[CH2:22][CH2:21][CH2:20][CH2:19][CH2:18]2)=[CH:10][CH:9]=1)([CH2:6][CH3:7])([CH3:5])[CH3:4]>C(O)(C)C.[Pt]>[C:3]([C:8]1[CH:9]=[CH:10][C:11]([CH2:14][CH:15]([CH3:23])[CH2:16][N+:17]2([O-:1])[CH2:18][CH2:19][CH2:20][CH2:21][CH2:22]2)=[CH:12][CH:13]=1)([CH2:6][CH3:7])([CH3:4])[CH3:5]. Procedure: 7.2 g of 30% hydrogen peroxide are added dropwise at 40° C. to a solution of 5.8 g of 1-[3-(p-tert.amyl-phenyl)-2-methyl-propyl]-piperidine in 20 ml of isopropanol and this addition is repeated after 24 hours. After stirring at 40° C. for 60 hours, the mixture is cooled and the excess hydrogen peroxide is decomposed by addition of platinum sponge. The solution is filtered, the filtrate is evaporated, the residue is taken up in 50 ml of water and extracted with hexane. The aqueous solution is sub... Starting materials: CC(=O)c1ccc(F)c(Br)c1, Cc1ccccc1, OCCO. Product: CC1(c2ccc(F)c(Br)c2)OCCO1. RXN SMILES: [Br:1][c:2]1[cH:3][c:4]([C:9]([CH3:10])=[O:11])[cH:5][cH:6][c:7]1[F:8].[CH3:16][c:17]1[cH:18][cH:19][cH:20][cH:21][cH:22]1.[OH:12][CH2:13][CH2:14][OH:15]>>[Br:1][c:2]1[cH:3][c:4]([C:9]2([CH3:10])[O:11][CH2:14][CH2:13][O:12]2)[cH:5][cH:6][c:7]1[F:8]. Reactants: COc1ncc(Cc2nnc(Nc3ccc(C(C)(C)C)cc3)c3ccccc23)cc1-c1ccco1, ClC(Cl)Cl. Product: CC(C)(C)c1ccc(Nc2nnc(Cc3cnc(O)c(-c4ccco4)c3)c3ccccc23)cc1. RXN SMILES: [C:1]([CH3:2])([CH3:3])([CH3:4])[c:5]1[cH:6][cH:7][c:8]([NH:9][c:10]2[n:11][n:12][c:13]([CH2:20][c:21]3[cH:22][n:23][c:24]([O:32][CH3:33])[c:25](-[c:27]4[o:28][cH:29][cH:30][cH:31]4)[cH:26]3)[c:14]3[cH:15][cH:16][cH:17][cH:18][c:19]23)[cH:34][cH:35]1.[Cl:36][CH:37]([Cl:38])[Cl:39]>>[C:1]([CH3:2])([CH3:3])([CH3:4])[c:5]1[cH:6][cH:7][c:8]([NH:9][c:10]2[n:11][n:12][c:13]([CH2:20][c:21]3[cH:22][n:23][c:24]([OH:32])[c:25](-[c:27]4[o:28][cH:29][cH:30][cH:31]4)[cH:26]3)[c:14]3[cH:15][cH:16][cH:17][cH:18][c:19]23)[cH:34][cH:35]1.